describe an organic reaction: reactants, conditions, products, and yield From a dataset of the Open Reaction Database (ORD), a public repository of structured organic reaction records. Starting materials: ClC1=CC=C(C=C1)N1S(N(CC2=C1C=CC=C2)CCCCl)(=O)=O (1-(4-chlorophenyl)-3-(3-chloropropyl)-3,4-dihydro-1H-2,1,3-benzothiadiazine 2,2-dioxide), CN (methylamine), Cl (HCl). The product is Cl.ClC1=CC=C(C=C1)N1S(N(CC2=C1C=CC=C2)CCCNC)(=O)=O (3-[1-(4-chlorophenyl)-2,2-dioxido-1,4-dihydro-3H-2,1,3-benzothiadiazin-3-yl]-N-methylpropan-1-amine hydrochloride). As a reaction SMILES: [Cl:1][C:2]1[CH:7]=[CH:6][C:5]([N:8]2[C:13]3[CH:14]=[CH:15][CH:16]=[CH:17][C:12]=3[CH2:11][N:10]([CH2:18][CH2:19][CH2:20]Cl)[S:9]2(=[O:23])=[O:22])=[CH:4][CH:3]=1.[CH3:24][NH2:25].Cl>>[ClH:1].[Cl:1][C:2]1[CH:3]=[CH:4][C:5]([N:8]2[C:13]3[CH:14]=[CH:15][CH:16]=[CH:17][C:12]=3[CH2:11][N:10]([CH2:18][CH2:19][CH2:20][NH:25][CH3:24])[S:9]2(=[O:23])=[O:22])=[CH:6][CH:7]=1 |f:3.4|. Reported procedure: In an analogous manner to Example 1, step 8, 1-(4-chlorophenyl)-3-(3-chloropropyl)-3,4-dihydro-1H-2,1,3-benzothiadiazine 2,2-dioxide (27 mg) was reacted with methylamine and then treated with HCl to provide 3-[1-(4-chlorophenyl)-2,2-dioxido-1,4-dihydro-3H-2,1,3-benzothiadiazin-3-yl]-N-methylpropan-1-amine hydrochloride (24 mg): The reactants are C(C)(=O)C(C(=O)OCC)=C(C(F)(F)F)N (Ethyl 2-acetyl-3-amino-4,4,4-trifluoro-2-butenoate), FC(C(=O)OCC)(F)F (ethyl trifluoroacetate), Cl (HCl), [Li]CCCC (BuLi), C(C)(C)NC(C)C (diisopropylamine). Run in O1CCCC1 (tetrahydrofuran), CCCCCC (hexane), O1CCCC1 (tetrahydrofuran). Reaction conditions: temperature -78 celsius, time 1 hour. Yields the product FC(C1=NC(=CC(=C1C(=O)OCC)O)C(F)(F)F)(F)F (Ethyl 2,6-bis(trifluoromethyl)-4-hydroxy-3-pyridinecarboxylate). Reaction SMILES: C(NC(C)C)(C)C.[Li]CCCC.[C:13]([C:16](=[C:22]([NH2:27])[C:23]([F:26])([F:25])[F:24])[C:17]([O:19][CH2:20][CH3:21])=[O:18])(=[O:15])[CH3:14].[F:28][C:29]([F:36])([F:35])[C:30](OCC)=O.Cl>CCCCCC.O1CCCC1>[F:24][C:23]([F:25])([F:26])[C:22]1[C:16]([C:17]([O:19][CH2:20][CH3:21])=[O:18])=[C:13]([OH:15])[CH:14]=[C:30]([C:29]([F:36])([F:35])[F:28])[N:27]=1. Procedure: To a flame dried, 3-liter, four-necked flask equipped with nitrogen inlet, low temperature thermometer, 500 ml addition funnel and mechanical stirrer was charged 91.0 g (126 ml, 0.899 mol) of diisopropylamine and 500 ml of dry tetrahydrofuran. The resulting solution was cooled to -78° C. using an acetone-dry ice bath. To this was slowly added 383 ml (0.880 mol) of 2.3M -BuLi in hexane at such a rate that the reaction temperature was kept below -60° C. After stirring at -78° C. for 1 hour, a solu... Starting materials: CS(=O)(=O)Cl, CCOC(=O)C=C1CC(OC(C)OCC)C2OC(C)(C)OC2C1CO, c1ccncc1. Yields the product C=C1C(=CC(=O)OCC)CC(OC(C)OCC)C2OC(C)(C)OC12. As a reaction SMILES: [CH3:26][S:27](=[O:28])(=[O:29])[Cl:30].[OH:1][CH2:2][CH:3]1[C:4](=[CH:20][C:21](=[O:22])[O:23][CH2:24][CH3:25])[CH2:5][CH:6]([O:14][CH:15]([CH3:16])[O:17][CH2:18][CH3:19])[CH:7]2[CH:8]1[O:9][C:10]([CH3:12])([CH3:13])[O:11]2.[cH:31]1[cH:32][cH:33][n:34][cH:35][cH:36]1>>[CH2:2]=[C:3]1[C:4](=[CH:20][C:21](=[O:22])[O:23][CH2:24][CH3:25])[CH2:5][CH:6]([O:14][CH:15]([CH3:16])[O:17][CH2:18][CH3:19])[CH:7]2[CH:8]1[O:9][C:10]([CH3:12])([CH3:13])[O:11]2. Starting materials: CC(C)(C)O, CN(C)Cc1cc(C#N)ccc1OCCN(C)Cc1ccc(Cl)cc1, [K+], [OH-]. Yields the product CN(C)Cc1cc(C(N)=O)ccc1OCCN(C)Cc1ccc(Cl)cc1. RXN SMILES: [CH3:28][C:29]([OH:30])([CH3:31])[CH3:32].[Cl:1][c:2]1[cH:3][cH:4][c:5]([CH2:6][N:7]([CH3:8])[CH2:9][CH2:10][O:11][c:12]2[c:13]([CH2:20][N:21]([CH3:22])[CH3:23])[cH:14][c:15]([C:16]#[N:17])[cH:18][cH:19]2)[cH:24][cH:25]1.[K+:27].[OH-:26]>>[Cl:1][c:2]1[cH:3][cH:4][c:5]([CH2:6][N:7]([CH3:8])[CH2:9][CH2:10][O:11][c:12]2[c:13]([CH2:20][N:21]([CH3:22])[CH3:23])[cH:14][c:15]([C:16]([NH2:17])=[O:26])[cH:18][cH:19]2)[cH:24][cH:25]1. Starting materials: C(C)(=O)[O-].C[NH3+] (methylammonium acetate), NC1=C(C#N)C(=CC=C1)F (2-amino-6-fluorobenzonitrile). The solvent is CNC=O (N-methyl formamide). The product is NC1=C(C#N)C(=CC=C1)NC (2-Amino-6-methylaminobenzonitrile). RXN SMILES: C([O-])(=O)C.[CH3:5][NH3+:6].[NH2:7][C:8]1[CH:15]=[CH:14][CH:13]=[C:12](F)[C:9]=1[C:10]#[N:11]>CNC=O>[NH2:7][C:8]1[CH:15]=[CH:14][CH:13]=[C:12]([NH:6][CH3:5])[C:9]=1[C:10]#[N:11] |f:0.1|. Procedure details: The title compound is prepared by heating a 10 molar excess of methylammonium acetate and 2-amino-6-fluorobenzonitrile in N-methyl formamide at 140° C. for 5 hrs. The reactants are C1=C(C=CC2=CC=CC=C12)CC1NCCC2=CC(=C(C=C12)OC)OC (1-(Naphthalen-2-yl-methyl)-6,7-dimethoxy-1,2,3,4-tetrahydroisoquinoline), BrCC(=O)Br (2-bromoacetyl bromide), N1=C(C=CC=C1)CN (2-picolylamine). Product: C1=C(C=CC2=CC=CC=C12)CC1N(CCC2=CC(=C(C=C12)OC)OC)CC(=O)NCC1=NC=CC=C1 (2-[1-(Naphthalen-2-yl-methyl)-6,7-dimethoxy-3,4-dihydro-1H-isoquinolin-2-yl]-N-(pyridin-2-yl-methyl)-acetamide). RXN SMILES: [CH:1]1[C:10]2[C:5](=[CH:6][CH:7]=[CH:8][CH:9]=2)[CH:4]=[CH:3][C:2]=1[CH2:11][CH:12]1[C:21]2[C:16](=[CH:17][C:18]([O:24][CH3:25])=[C:19]([O:22][CH3:23])[CH:20]=2)[CH2:15][CH2:14][NH:13]1.Br[CH2:27][C:28](Br)=[O:29].[N:31]1[CH:36]=[CH:35][CH:34]=[CH:33][C:32]=1[CH2:37][NH2:38]>>[CH:1]1[C:10]2[C:5](=[CH:6][CH:7]=[CH:8][CH:9]=2)[CH:4]=[CH:3][C:2]=1[CH2:11][CH:12]1[C:21]2[C:16](=[CH:17][C:18]([O:24][CH3:25])=[C:19]([O:22][CH3:23])[CH:20]=2)[CH2:15][CH2:14][N:13]1[CH2:27][C:28]([NH:38][CH2:37][C:32]1[CH:33]=[CH:34][CH:35]=[CH:36][N:31]=1)=[O:29]. Reported procedure: prepared by reaction of 1-(Naphthalen-2-yl-methyl)-6,7-dimethoxy-1,2,3,4-tetrahydroisoquinoline and 2-bromoacetyl bromide with 2-picolylamine Starting materials: C1COCCOCCOCCOCCOCCO1, CC#N, CC(C)(C)OC(=O)c1cccc(CCl)c1, N#C[K]. The product is CC(C)(C)OC(=O)c1cccc(CC#N)c1. As a reaction SMILES: [CH2:4]1[O:5][CH2:6][CH2:7][O:8][CH2:9][CH2:10][O:11][CH2:12][CH2:13][O:14][CH2:15][CH2:16][O:17][CH2:18][CH2:19][O:20][CH2:21]1.[CH3:37][C:38]#[N:39].[Cl:22][CH2:23][c:24]1[cH:25][c:26]([C:27](=[O:28])[O:29][C:30]([CH3:31])([CH3:32])[CH3:33])[cH:34][cH:35][cH:36]1.[K:1][C:2]#[N:3]>>[C:2](#[N:3])[CH2:23][c:24]1[cH:25][c:26]([C:27](=[O:28])[O:29][C:30]([CH3:31])([CH3:32])[CH3:33])[cH:34][cH:35][cH:36]1.